Dataset: the Open Reaction Database (ORD), a public repository of structured organic reaction records. Task: describe an organic reaction: reactants, conditions, products, and yield Starting materials: [Si](C1=CC=CC=C1)(C1=CC=CC=C1)(C(C)(C)C)OCC1=C(C(=C2C(=N1)C(=NO2)C(=O)OCC)Cl)N2C[C@H](O[C@H](C2)C)C (ethyl 5-((tert-butyldiphenylsilyloxy)methyl)-7-chloro-6-((2R,6S)-2,6-dimethylmorpholino)isoxazolo[4,5-b]pyridine-3-carboxylate), [Si](C1=CC=CC=C1)(C1=CC=CC=C1)(C(C)(C)C)OCC1=C(C(=C2C(=N1)C(=NO2)C(=O)OCC)Cl)N2C[C@H](O[C@H](C2)C)C (ethyl 5-((tert-butyldiphenylsilyloxy)methyl)-7-chloro-6-((2R,6S)-2,6-dimethylmorpholino)isoxazolo[4,5-b]pyridine-3-carboxylate), C(C)(C)(C)N (t-butylamine). The product is C(C)(C)(C)NC(=O)C1=NOC=2C1=NC(=C(C2Cl)N2C[C@H](O[C@H](C2)C)C)CO[Si](C2=CC=CC=C2)(C2=CC=CC=C2)C(C)(C)C (N-tert-Butyl-5-((tert-butyldiphenylsilyloxy)methyl)-7-chloro-6-((2R,6S)-2,6-dimethylmorpholino)isoxazolo[4,5-b]pyridine-3-carboxamide). Reaction SMILES: [Si:1]([O:18][CH2:19][C:20]1[N:25]=[C:24]2[C:26]([C:29]([O:31]CC)=O)=[N:27][O:28][C:23]2=[C:22]([Cl:34])[C:21]=1[N:35]1[CH2:40][C@H:39]([CH3:41])[O:38][C@H:37]([CH3:42])[CH2:36]1)([C:14]([CH3:17])([CH3:16])[CH3:15])([C:8]1[CH:13]=[CH:12][CH:11]=[CH:10][CH:9]=1)[C:2]1[CH:7]=[CH:6][CH:5]=[CH:4][CH:3]=1.[C:43]([NH2:47])([CH3:46])([CH3:45])[CH3:44]>>[C:43]([NH:47][C:29]([C:26]1[C:24]2=[N:25][C:20]([CH2:19][O:18][Si:1]([C:14]([CH3:16])([CH3:17])[CH3:15])([C:8]3[CH:13]=[CH:12][CH:11]=[CH:10][CH:9]=3)[C:2]3[CH:7]=[CH:6][CH:5]=[CH:4][CH:3]=3)=[C:21]([N:35]3[CH2:36][C@H:37]([CH3:42])[O:38][C@H:39]([CH3:41])[CH2:40]3)[C:22]([Cl:34])=[C:23]2[O:28][N:27]=1)=[O:31])([CH3:46])([CH3:45])[CH3:44]. Reported procedure: Starting material: ethyl 5-((tert-butyldiphenylsilyloxy)methyl)-7-chloro-6-((2R,6S)-2,6-dimethylmorpholino)isoxazolo[4,5-b]pyridine-3-carboxylate (Intermediate 211) and t-butylamine.